Dataset: the Open Reaction Database (ORD), a public repository of structured organic reaction records. Task: describe an organic reaction: reactants, conditions, products, and yield The reactants are ClC1=C(C=CC(=C1)Cl)S(=O)(=O)Cl (2,4-dichlorobenzenesulfonyl chloride), NC=1C=C(C=CC1)C1=NN=NN1 (5-(3-aminophenyl)tetrazole). The product is ClC1=C(C=CC(=C1)Cl)S(=O)(=O)NC1=CC(=CC=C1)C1=NN=NN1 (2,4-Dichloro-N-[3-(1H-tetrazol-5-yl)phenyl]benzenesulfonamide). The yield is 8.0%. RXN SMILES: [Cl:1][C:2]1[CH:7]=[C:6]([Cl:8])[CH:5]=[CH:4][C:3]=1[S:9](Cl)(=[O:11])=[O:10].[NH2:13][C:14]1[CH:15]=[C:16]([C:20]2[NH:24][N:23]=[N:22][N:21]=2)[CH:17]=[CH:18][CH:19]=1>>[Cl:1][C:2]1[CH:7]=[C:6]([Cl:8])[CH:5]=[CH:4][C:3]=1[S:9]([NH:13][C:14]1[CH:19]=[CH:18][CH:17]=[C:16]([C:20]2[NH:24][N:23]=[N:22][N:21]=2)[CH:15]=1)(=[O:11])=[O:10]. Reported procedure: The product was prepared according to General Procedure 6, described in Example 65, with 2,4-dichlorobenzenesulfonyl chloride (13.5 mg, 0.055 mmol) and 5-(3-aminophenyl)tetrazole (8.0 mg, 0.050 mmol). The title compound was obtained in 8% yield (1.5 mg). MS (ESI+) calcd mass for C13H9Cl2N5O2S 368.985401, found 368.984681. Reactants: CCOP(=O)(Cc1ccccc1CCCBr)OCC, CCOC(=O)C(NC(C)=O)C(=O)OCC, CCO, Cc1ccccc1, [Na]. Product: CCOC(=O)C(CCCc1ccccc1CP(=O)(OCC)OCC)(NC(C)=O)C(=O)OCC. RXN SMILES: [Br:17][CH2:18][CH2:19][CH2:20][c:21]1[c:22]([CH2:23][P:24]([O:25][CH2:26][CH3:27])([O:28][CH2:29][CH3:30])=[O:31])[cH:32][cH:33][cH:34][cH:35]1.[C:2]([CH3:3])(=[O:4])[NH:5][CH:6]([C:7](=[O:8])[O:9][CH2:10][CH3:11])[C:12](=[O:13])[O:14][CH2:15][CH3:16].[CH3:36][CH2:37][OH:38].[CH3:39][c:40]1[cH:41][cH:42][cH:43][cH:44][cH:45]1.[Na:1]>>[C:2]([CH3:3])(=[O:4])[NH:5][C:6]([C:7](=[O:8])[O:9][CH2:10][CH3:11])([C:12](=[O:13])[O:14][CH2:15][CH3:16])[CH2:18][CH2:19][CH2:20][c:21]1[c:22]([CH2:23][P:24]([O:25][CH2:26][CH3:27])([O:28][CH2:29][CH3:30])=[O:31])[cH:32][cH:33][cH:34][cH:35]1.